This data is from the Open Reaction Database (ORD), a public repository of structured organic reaction records. The task is: describe an organic reaction: reactants, conditions, products, and yield The reactants are C(C)C1=NC2=C(C(NCC2)C(=O)OCC)N1CC1=CC=C(C=C1)C1=C(C=CC=C1)C(=O)OC(C)(C)C (ethyl 2-ethyl-3-[2'-(t-butoxycarbonyl)biphenyl-4-yl]methyl-4,5,6,7-tetrahydroimidazo[4,5-c]pyridine-4-carboxylate), C(C)(=O)OC(C)=O (acetic anhydride), C(O)([O-])=O.[Na+] (sodium hydrogen carbonate), C(Cl)(Cl)Cl (chloroform). Run in O (water). Run at time 8 hour. The product is C(C)C1=NC2=C(C(N(CC2)C(C)=O)C(=O)OCC)N1CC1=CC=C(C=C1)C1=C(C=CC=C1)C(=O)OC(C)(C)C (ethyl 2-ethyl-5-acetyl-3-[2'-(t-butoxycarbonyl)biphenyl-4-yl]methyl-4,5,6,7-tetrahydroimidazo[4,5-c]pyridine-4-carboxylate). Isolated yield 85.6%. As a reaction SMILES: [CH2:1]([C:3]1[N:16]([CH2:17][C:18]2[CH:23]=[CH:22][C:21]([C:24]3[CH:29]=[CH:28][CH:27]=[CH:26][C:25]=3[C:30]([O:32][C:33]([CH3:36])([CH3:35])[CH3:34])=[O:31])=[CH:20][CH:19]=2)[C:6]2[CH:7]([C:11]([O:13][CH2:14][CH3:15])=[O:12])[NH:8][CH2:9][CH2:10][C:5]=2[N:4]=1)[CH3:2].[C:37](OC(=O)C)(=[O:39])[CH3:38].C(=O)([O-])O.[Na+].C(Cl)(Cl)Cl>O>[CH2:1]([C:3]1[N:16]([CH2:17][C:18]2[CH:19]=[CH:20][C:21]([C:24]3[CH:29]=[CH:28][CH:27]=[CH:26][C:25]=3[C:30]([O:32][C:33]([CH3:34])([CH3:36])[CH3:35])=[O:31])=[CH:22][CH:23]=2)[C:6]2[CH:7]([C:11]([O:13][CH2:14][CH3:15])=[O:12])[N:8]([C:37](=[O:39])[CH3:38])[CH2:9][CH2:10][C:5]=2[N:4]=1)[CH3:2] |f:2.3|. Reported procedure: A mixture of ethyl 2-ethyl-3-[2'-(t-butoxycarbonyl)biphenyl-4-yl]methyl-4,5,6,7-tetrahydroimidazo[4,5-c]pyridine-4-carboxylate (2.26 g), acetic anhydride (0.94 g), sodium hydrogen carbonate (2.33 g), chloroform (18 ml) and water (18 ml) is stirred overnight at room temperature. The organic layer is separated, washed with brine, dried, and evaporated. The residue is purified by silica gel column chromatography (solvent; chloroform/methanol) to give ethyl 2-ethyl-5-acetyl-3-[2'-(t-butoxycarbonyl)b... Starting materials: COc1ccc2c(c1)CCC=C2C#N, C1CCC2=NCCCN2CC1, CC#N, COC(=O)CC(=O)Cc1ccccc1. Product: COC(=O)C(C(=O)Cc1ccccc1)C1CCc2cc(OC)ccc2C1C#N. As a reaction SMILES: [C:15](#[N:16])[C:17]1=[CH:18][CH2:19][CH2:20][c:21]2[cH:22][c:23]([O:27][CH3:28])[cH:24][cH:25][c:26]21.[CH2:29]1[CH2:30][CH2:31][C:32]2=[N:37][CH2:36][CH2:35][CH2:34][N:33]2[CH2:38][CH2:39]1.[CH3:40][C:41]#[N:42].[O:1]=[C:2]([CH2:3][C:4](=[O:5])[O:6][CH3:7])[CH2:8][c:9]1[cH:10][cH:11][cH:12][cH:13][cH:14]1>>[O:1]=[C:2]([CH:3]([C:4](=[O:5])[O:6][CH3:7])[CH:18]1[CH:17]([C:15]#[N:16])[c:26]2[c:21]([cH:22][c:23]([O:27][CH3:28])[cH:24][cH:25]2)[CH2:20][CH2:19]1)[CH2:8][c:9]1[cH:10][cH:11][cH:12][cH:13][cH:14]1. The reactants are NC1=C2CCN(CC2=CC=C1)C(=O)OC(C)(C)C (5-amino-2-(tert-butoxycarbonyl)-1,2,3,4-tetrahydroisoquinoline), ClC=1C(=CC(=C(C(=O)Cl)C1)OC)OC (5-chloro-2,4-dimethoxybenzoyl chloride), 2h. Solvent: ClCCl (dichloromethane), C(C)N(CC)CC (triethylamine), ClCCl (dichloromethane). The product is ClC=1C(=CC(=C(C(=O)NC2=C3CCN(CC3=CC=C2)C(=O)OC(C)(C)C)C1)OC)OC (5-Chloro-2,4-dimethoxy-N-[2-(tert-butoxycarbonyl)-1,2,3,4-tetrahydroisoquinolin-5-yl)benzamide). Isolated yield 72.7%. RXN SMILES: [NH2:1][C:2]1[CH:11]=[CH:10][CH:9]=[C:8]2[C:3]=1[CH2:4][CH2:5][N:6]([C:12]([O:14][C:15]([CH3:18])([CH3:17])[CH3:16])=[O:13])[CH2:7]2.[Cl:19][C:20]1[C:21]([O:31][CH3:32])=[CH:22][C:23]([O:29][CH3:30])=[C:24]([CH:28]=1)[C:25](Cl)=[O:26]>ClCCl.C(N(CC)CC)C>[Cl:19][C:20]1[C:21]([O:31][CH3:32])=[CH:22][C:23]([O:29][CH3:30])=[C:24]([CH:28]=1)[C:25]([NH:1][C:2]1[CH:11]=[CH:10][CH:9]=[C:8]2[C:3]=1[CH2:4][CH2:5][N:6]([C:12]([O:14][C:15]([CH3:18])([CH3:17])[CH3:16])=[O:13])[CH2:7]2)=[O:26]. Procedure details: To a solution of 5-amino-2-(tert-butoxycarbonyl)-1,2,3,4-tetrahydroisoquinoline (1 g, 4 mmol) in dichloromethane (30 ml) and triethylamine (3 ml) was added 5-chloro-2,4-dimethoxybenzoyl chloride (1.03 g, 4.4 mmol). After stirring at room temperature for 2h the reaction mixture was diluted with dichloromethane (75 ml) and washed with saturated aqueous sodium bicarbonate. The organic layer was dried over magnesium sulfate, concentrated in vacuo and the residue recrystallised from ethyl acethate/pe... Starting materials: COC(=O)CCCSc1ncc(CC(=O)O)s1, CO, [Na+], [OH-]. Yields the product O=C(O)CCCSc1ncc(CC(=O)O)s1. As a reaction SMILES: [CH3:1][O:2][C:3](=[O:4])[CH2:5][CH2:6][CH2:7][S:8][c:9]1[s:10][c:11]([CH2:14][C:15](=[O:16])[OH:17])[cH:12][n:13]1.[CH3:20][OH:21].[Na+:19].[OH-:18]>>[O:2]=[C:3]([OH:4])[CH2:5][CH2:6][CH2:7][S:8][c:9]1[s:10][c:11]([CH2:14][C:15](=[O:16])[OH:17])[cH:12][n:13]1. The reactants are C(CCC)[Li] (n-butyl lithium), N1(C=NC=C1)CC(COCC1=CC=C(C=C1)OC)=O (1-(1H-imidazol-1-yl)-3-[(4-methoxyphenyl)methoxy]-2-propanone), C(C)(=O)OCC (Ethyl acetate), [Br-].COC1=CC=C(C=C1)C[P+](C1=CC=CC=C1)(C1=CC=CC=C1)C1=CC=CC=C1 ([(4-methoxyphenyl)methyl]triphenylphosphonium bromide). The solvent is CCCCCC (hexane), O1CCCC1 (tetrahydrofuran), O1CCCC1 (tetrahydrofuran). Conditions: temperature -20 celsius, time 20 minute. Yields the product COC1=CC=C(C=C1)C=C(CN1C=NC=C1)COCC1=CC=C(C=C1)OC (1-[3-(4-Methoxyphenyl)-2-[[(4-methoxyphenyl)methoxy] methyl]-2-propenyl]-1H-imidazole). Reaction SMILES: [Br-].[CH3:2][O:3][C:4]1[CH:9]=[CH:8][C:7]([CH2:10][P+](C2C=CC=CC=2)(C2C=CC=CC=2)C2C=CC=CC=2)=[CH:6][CH:5]=1.C([Li])CCC.[N:35]1([CH2:40][C:41](=O)[CH2:42][O:43][CH2:44][C:45]2[CH:50]=[CH:49][C:48]([O:51][CH3:52])=[CH:47][CH:46]=2)[CH:39]=[CH:38][N:37]=[CH:36]1.C(OCC)(=O)C>O1CCCC1.CCCCCC>[CH3:2][O:3][C:4]1[CH:9]=[CH:8][C:7]([CH:10]=[C:41]([CH2:42][O:43][CH2:44][C:45]2[CH:50]=[CH:49][C:48]([O:51][CH3:52])=[CH:47][CH:46]=2)[CH2:40][N:35]2[CH:39]=[CH:38][N:37]=[CH:36]2)=[CH:6][CH:5]=1 |f:0.1|. Procedure: A stirred suspension containing [(4-methoxyphenyl)methyl]triphenylphosphonium bromide (8.3 g, 0.020 mol) in dry tetrahydrofuran (50 ml) at -20° C. under a nitrogen atmosphere was treated with a solution containing n-butyl lithium (14.3 ml of 1.4M; 0.020 mol) in hexane. The resulting deep-red solution was stirred at -20° C. for 20 minutes and was allowed to warm to room temperature. Stirring was maintained for an additional 20 minutes and the solution was cooled to -20° C. The cooled solution was... The product is FC(F)(F)C1Cc2ccccc2C(CCl)=N1. RXN SMILES: [CH2:6]([c:7]1[cH:8][cH:9][cH:10][cH:11][cH:12]1)[CH:13]([C:14]([F:15])([F:16])[F:17])[NH:18][C:19]([CH2:20][Cl:21])=[O:22].[OH2:23].[P:1]([Cl:2])([Cl:3])([Cl:4])=[O:5]>>[CH2:6]1[c:7]2[cH:8][cH:9][cH:10][cH:11][c:12]2[C:19]([CH2:20][Cl:21])=[N:18][CH:13]1[C:14]([F:15])([F:16])[F:17]. Reactants: O=C(CCl)NC(Cc1ccccc1)C(F)(F)F, O, O=P(Cl)(Cl)Cl. Starting materials: ClCCN1C(N(CC1)CC)=O (1-(2-chloroethyl)-3-ethyl-2-imidazolidinone), NC1=CC(=C(C(=O)N[C@@H]2[C@@H](CNCC2)OC)C=C1Cl)OC (cis-4-amino-5-chloro-2-methoxy-N-(3-methoxy-4-piperidinyl)benzamide), C([O-])([O-])=O.[Na+].[Na+] (sodium carbonate). Solvent: CN(C=O)C (N,N-dimethylformamide). Reaction conditions: temperature 70 celsius. Product: NC1=CC(=C(C(=O)N[C@@H]2[C@@H](CN(CC2)CCN2C(N(CC2)CC)=O)OC)C=C1Cl)OC (cis-4-amino-5-chloro-N-[1-[2-(3-ethyl-2-oxo-1-imidazolidinyl)ethyl]-3-methoxy-4-piperidinyl]-2-methoxybenzamide). Yield: 67.8%. Reaction SMILES: Cl[CH2:2][CH2:3][N:4]1[CH2:8][CH2:7][N:6]([CH2:9][CH3:10])[C:5]1=[O:11].[NH2:12][C:13]1[C:29]([Cl:30])=[CH:28][C:16]([C:17]([NH:19][C@H:20]2[CH2:25][CH2:24][NH:23][CH2:22][C@H:21]2[O:26][CH3:27])=[O:18])=[C:15]([O:31][CH3:32])[CH:14]=1.C(=O)([O-])[O-].[Na+].[Na+]>CN(C)C=O>[NH2:12][C:13]1[C:29]([Cl:30])=[CH:28][C:16]([C:17]([NH:19][C@H:20]2[CH2:25][CH2:24][N:23]([CH2:2][CH2:3][N:4]3[CH2:8][CH2:7][N:6]([CH2:9][CH3:10])[C:5]3=[O:11])[CH2:22][C@H:21]2[O:26][CH3:27])=[O:18])=[C:15]([O:31][CH3:32])[CH:14]=1 |f:2.3.4|. Procedure details: A mixture of 2.21 parts of 1-(2-chloroethyl)-3-ethyl-2-imidazolidinone, 3.13 parts of cis-4-amino-5-chloro-2-methoxy-N-(3-methoxy-4-piperidinyl)benzamide, 1.58 parts of sodium carbonate and 90 parts of N,N-dimethylformamide was stirred and heated for 48 hours at 70° C. The reaction mixture was evaporated. Water was added and the product was extracted twice with dichloromethane. The combined extracts were washed with water, dried, filtered and evaporated. The residue was purified by column chroma... Reaction SMILES: CC(OC(/N=N/C(OC(C)C)=O)=O)C.[CH3:15][C@@H:16]1[CH2:44][O:43][C@@:19]2([O:23][C@H:22]3[CH2:24][C@H:25]4[C@@H:30]5[CH2:31][CH2:32][C@@H:33]6[CH2:38][C@H:37]([OH:39])[CH2:36][CH2:35][C@:34]6([CH3:40])[C@H:29]5[CH2:28][CH2:27][C@:26]4([CH3:41])[C@H:21]3[C@@H:20]2[CH3:42])[CH2:18][CH2:17]1.C1(P(C2C=CC=CC=2)C2C=CC=CC=2)C=CC=CC=1.[C:64](O)(=[O:71])[C:65]1[CH:70]=[CH:69][CH:68]=[CH:67][CH:66]=1>C1COCC1>[CH3:15][CH:16]1[CH2:44][O:43][C:19]2([O:23][CH:22]3[CH2:24][CH:25]4[CH:30]5[CH2:31][CH2:32][CH:33]6[CH2:38][CH:37]([O:39][C:64]([C:65]7[CH:70]=[CH:69][CH:68]=[CH:67][CH:66]=7)=[O:71])[CH2:36][CH2:35][C:34]6([CH3:40])[CH:29]5[CH2:28][CH2:27][C:26]4([CH3:41])[CH:21]3[CH:20]2[CH3:42])[CH2:18][CH2:17]1. Procedure details: A solution of diisopropylazodicarboxylate (0.81 g, 4.0 mmol) in dry THF (2 ml) was added to a stirred solution of episarsasapogenin (0.83 g, 2.0 mmol), triphenylphosphine (1.05 g, 4.0 mmol) and benzoic acid (0.49 g, 4.0 mmol) in dry THF (20 ml). The mixture was stirred at room temperature and monitored by TLC. After 2 h all the starting material had been consumed. The solvent was removed in vacuo, the residual syrup dissolved in ether (30 ml) and the solution washed with aqueous saturated sodium... Starting materials: CC(C)OC(=O)/N=N/C(=O)OC(C)C (diisopropylazodicarboxylate), C[C@H]1CC[C@@]2([C@H]([C@H]3[C@@H](O2)C[C@@H]4[C@@]3(CC[C@H]5[C@H]4CC[C@H]6[C@@]5(CC[C@H](C6)O)C)C)C)OC1 (episarsasapogenin), C1(=CC=CC=C1)P(C1=CC=CC=C1)C1=CC=CC=C1 (triphenylphosphine), C(C1=CC=CC=C1)(=O)O (benzoic acid). Product: CC1CCC2(C(C3C(O2)CC4C3(CCC5C4CCC6C5(CCC(C6)OC(=O)C7=CC=CC=C7)C)C)C)OC1 (sarsasapogenin benzoate). Solvent: C1CCOC1 (THF), C1CCOC1 (THF). The reactants are [BH4-], C=CC(=O)OCCCCCCOc1ccc(-c2ccc(C3CCC(CCC=O)CC3)cc2)cc1, [Na+], C1COCCO1, O. Yields the product C=CC(=O)OCCCCCCOc1ccc(-c2ccc(C3CCC(CCCO)CC3)cc2)cc1. Reaction SMILES: [BH4-:1].[C:4]([CH:5]=[CH2:6])(=[O:7])[O:8][CH2:9][CH2:10][CH2:11][CH2:12][CH2:13][CH2:14][O:15][c:16]1[cH:17][cH:18][c:19](-[c:22]2[cH:23][cH:24][c:25]([CH:28]3[CH2:29][CH2:30][CH:31]([CH2:34][CH2:35][CH:36]=[O:37])[CH2:32][CH2:33]3)[cH:26][cH:27]2)[cH:20][cH:21]1.[Na+:2].[O:38]1[CH2:39][CH2:40][O:41][CH2:42][CH2:43]1.[OH2:3]>>[C:4]([CH:5]=[CH2:6])(=[O:7])[O:8][CH2:9][CH2:10][CH2:11][CH2:12][CH2:13][CH2:14][O:15][c:16]1[cH:17][cH:18][c:19](-[c:22]2[cH:23][cH:24][c:25]([CH:28]3[CH2:29][CH2:30][CH:31]([CH2:34][CH2:35][CH2:36][OH:37])[CH2:32][CH2:33]3)[cH:26][cH:27]2)[cH:20][cH:21]1.